Task: describe an organic reaction: reactants, conditions, products, and yield. Dataset: the Open Reaction Database (ORD), a public repository of structured organic reaction records Reactants: C1(=CC=CC=C1)N1C(=O)N(C(=O)C=C1NO)C (1-phenyl-3-methyl-6-hydroxyaminouracil), C(OCC)([O-])[O-] (ethyl orthoformate). Solvent: CN(C=O)C (dimethylformamide). Product: CN1C(N(C=2C(C1=O)=CON2)C2=CC=CC=C2)=O (5-Methyl-7-phenyl-5H,7H-isoxazolo[3,4-d]pyrimidine-4,6-dione). As a reaction SMILES: [C:1]1([N:7]2[C:14]([NH:15][OH:16])=[CH:13][C:11](=[O:12])[N:10]([CH3:17])[C:8]2=[O:9])[CH:6]=[CH:5][CH:4]=[CH:3][CH:2]=1.[CH:18]([O-])([O-])OCC>CN(C)C=O>[CH3:17][N:10]1[C:11](=[O:12])[C:13]2=[CH:18][O:16][N:15]=[C:14]2[N:7]([C:1]2[CH:2]=[CH:3][CH:4]=[CH:5][CH:6]=2)[C:8]1=[O:9]. Reported procedure: A mixture of 2 g of 1-phenyl-3-methyl-6-hydroxyaminouracil, 100 ml of dimethylformamide and 10 ml of ethyl orthoformate is reacted in the same manner as Example 11 to obtain 0.93 g of the captioned compound. melting point: 219°-221° C. Reactants: ClC=1C=CC2=C(C(C3=C(CC2)C=CC=C3)=CCCBr)C1 (3-chloro-5-(3-bromopropylidene)-10,11-dihydro-5H-dibenz[a,d]cycloheptene), O=C1NC2N(CCCC2)C12CCNCC2 (1,2,3,5,6,7,8,8a-octahydro-2-oxoimidazo[1,2-a]pyridine-3-spiro-4'-piperidine), Cl (hydrochloric acid). Solvent: C(C)O (ethanol), C(C)O (ethanol). Conditions: time 5 hour. The product is Cl.Cl.ClC=1C=CC2=C(C(C3=C(CC2)C=CC=C3)=CCCN3CCC2(CC3)C(NC3N2CCCC3)=O)C1 (1'-[3-(3-chloro-10,11-dihydro-5H-dibenzo[a,d]cyclohepten-5-ylidene)propyl]-1,2,3,5,6,7,8,8a-octahydro-2-oxo-imidazo[1,2-a]-pyridine-3-spiro-4'-piperidine dihydrochloride). As a reaction SMILES: [Cl:1][C:2]1[CH:3]=[CH:4][C:5]2[CH2:11][CH2:10][C:9]3[CH:12]=[CH:13][CH:14]=[CH:15][C:8]=3[C:7](=[CH:16][CH2:17][CH2:18]Br)[C:6]=2[CH:20]=1.[O:21]=[C:22]1[C:30]2([CH2:35][CH2:34][NH:33][CH2:32][CH2:31]2)[N:25]2[CH2:26][CH2:27][CH2:28][CH2:29][CH:24]2[NH:23]1.[ClH:36]>C(O)C>[ClH:1].[ClH:36].[Cl:1][C:2]1[CH:3]=[CH:4][C:5]2[CH2:11][CH2:10][C:9]3[CH:12]=[CH:13][CH:14]=[CH:15][C:8]=3[C:7](=[CH:16][CH2:17][CH2:18][N:33]3[CH2:32][CH2:31][C:30]4([N:25]5[CH2:26][CH2:27][CH2:28][CH2:29][CH:24]5[NH:23][C:22]4=[O:21])[CH2:35][CH2:34]3)[C:6]=2[CH:20]=1 |f:4.5.6|. Procedure details: A mixture of 3.0 g of 3-chloro-5-(3-bromopropylidene)-10,11-dihydro-5H-dibenz[a,d]cycloheptene and 3.0 g of 1,2,3,5,6,7,8,8a-octahydro-2-oxoimidazo[1,2-a]pyridine-3-spiro-4'-piperidine in 20 ml of ethanol is boiled under reflux with stirring for 5 hours. The ethanol is then distilled off under reduced pressure, and the residue is dissolved in 30 ml of toluene. The toluene solution is washed with water and extracted with 30 ml of 5% hydrochloric acid. The aqueous layer is treated with activated c... Starting materials: C(C)OC(=O)C1CNC2=CC=CC=C2C1 (3(R,S)-ethoxycarbonyl-1,2,3,4-tetrahydroquinoline), BrBr (bromine). Product: BrC=1C=C2CC(CNC2=CC1)C(=O)OCC (6-bromo-3(R,S)-ethoxycarbonyl-1,2,3,4-tetrahydroquinoline). RXN SMILES: [CH2:1]([O:3][C:4]([CH:6]1[CH2:15][C:14]2[C:9](=[CH:10][CH:11]=[CH:12][CH:13]=2)[NH:8][CH2:7]1)=[O:5])[CH3:2].[Br:16]Br>>[Br:16][C:12]1[CH:13]=[C:14]2[C:9](=[CH:10][CH:11]=1)[NH:8][CH2:7][CH:6]([C:4]([O:3][CH2:1][CH3:2])=[O:5])[CH2:15]2. Procedure: Analogously to Example 33b), starting from 410 mg of 3(R,S)-ethoxycarbonyl-1,2,3,4-tetrahydroquinoline and 0.11 ml of bromine, 6-bromo-3(R,S)-ethoxycarbonyl-1,2,3,4-tetrahydroquinoline is obtained: Rf (D)=0.15; MS: (M)+ =285. Starting materials: CO, [H][H], N#Cc1ccc(C(=O)Nc2ccccc2N)cc1, O=S(=O)(O)O. The product is NCc1ccc(C(=O)Nc2ccccc2N)cc1. Reaction SMILES: [CH3:26][OH:27].[H:24][H:25].[NH2:1][c:2]1[c:3]([NH:8][C:9]([c:10]2[cH:11][cH:12][c:13]([C:16]#[N:17])[cH:14][cH:15]2)=[O:18])[cH:4][cH:5][cH:6][cH:7]1.[S:19](=[O:20])(=[O:21])([OH:22])[OH:23]>>[NH2:1][c:2]1[c:3]([NH:8][C:9]([c:10]2[cH:11][cH:12][c:13]([CH2:16][NH2:17])[cH:14][cH:15]2)=[O:18])[cH:4][cH:5][cH:6][cH:7]1. The reagents and catalysts are C=1C=CC(=CC1)[P](C=2C=CC=CC2)(C=3C=CC=CC3)[Pd]([P](C=4C=CC=CC4)(C=5C=CC=CC5)C=6C=CC=CC6)([P](C=7C=CC=CC7)(C=8C=CC=CC8)C=9C=CC=CC9)[P](C=1C=CC=CC1)(C=1C=CC=CC1)C=1C=CC=CC1 (tetrakis(triphenylphosphine)palladium). The solvent is C(C)O (ethanol). As a reaction SMILES: Br[C:2]1[CH:7]=[CH:6][C:5]([Br:8])=[CH:4][N:3]=1.[C:9]1(B(O)O)[CH:14]=[CH:13][CH:12]=[CH:11][CH:10]=1.C1C=CC=CC=1.C(=O)([O-])[O-].[Na+].[Na+]>C1C=CC([P]([Pd]([P](C2C=CC=CC=2)(C2C=CC=CC=2)C2C=CC=CC=2)([P](C2C=CC=CC=2)(C2C=CC=CC=2)C2C=CC=CC=2)[P](C2C=CC=CC=2)(C2C=CC=CC=2)C2C=CC=CC=2)(C2C=CC=CC=2)C2C=CC=CC=2)=CC=1.C(O)C>[Br:8][C:5]1[CH:4]=[N:3][C:2]([C:9]2[CH:14]=[CH:13][CH:12]=[CH:11][CH:10]=2)=[CH:7][CH:6]=1 |f:3.4.5,^1:33,35,54,73|. Procedure details: 10 g (42.2 mmol) of 2,5-dibromopyridine, 5.2 g (42.2 mmol) of phenylboronic acid and 30 ml of benzene are placed in a 250 ml three-necked round-bottomed flask, 1.5 g (1.3 mmol) of tetrakis(triphenylphosphine)palladium, 30 ml of benzene and 30 ml of aqueous 2 M sodium carbonate solution and 1.4 ml of ethanol are added and the mixture is refluxed for 17 h. Reactants: BrC1=NC=C(C=C1)Br (2,5-dibromopyridine), C1(=CC=CC=C1)B(O)O (phenylboronic acid), C1=CC=CC=C1 (benzene), C1=CC=CC=C1 (benzene), C([O-])([O-])=O.[Na+].[Na+] (sodium carbonate). Product: BrC=1C=NC(=CC1)C1=CC=CC=C1 (3-Bromo-6-phenylpyridine).